Dataset: the Open Reaction Database (ORD), a public repository of structured organic reaction records. Task: describe an organic reaction: reactants, conditions, products, and yield Reactants: C(CCC)OC1=NC(=C2N=C(N(C2=N1)CCCCCC1CCNCC1)OC)N (2-(butyloxy)-8-(methyloxy)-9-[5-(4-piperidinyl)pentyl]-9H-purin-6-amine), BrCCC(C)C (1-bromo-3-methylbutane). The product is NC1=C2NC(N(C2=NC(=N1)OCCCC)CCCCCC1CCN(CC1)CCC(C)C)=O (6-amino-2-(butyloxy)-9-{5-[1-(3-methylbutyl)-4-piperidinyl]pentyl}-7,9-dihydro-8H-purin-8-one). As a reaction SMILES: [CH2:1]([O:5][C:6]1[N:14]=[C:13]2[C:9]([N:10]=[C:11]([O:26]C)[N:12]2[CH2:15][CH2:16][CH2:17][CH2:18][CH2:19][CH:20]2[CH2:25][CH2:24][NH:23][CH2:22][CH2:21]2)=[C:8]([NH2:28])[N:7]=1)[CH2:2][CH2:3][CH3:4].Br[CH2:30][CH2:31][CH:32]([CH3:34])[CH3:33]>>[NH2:28][C:8]1[N:7]=[C:6]([O:5][CH2:1][CH2:2][CH2:3][CH3:4])[N:14]=[C:13]2[C:9]=1[NH:10][C:11](=[O:26])[N:12]2[CH2:15][CH2:16][CH2:17][CH2:18][CH2:19][CH:20]1[CH2:21][CH2:22][N:23]([CH2:30][CH2:31][CH:32]([CH3:34])[CH3:33])[CH2:24][CH2:25]1. Procedure: Prepared similarly to Example 14 from 2-(butyloxy)-8-(methyloxy)-9-[5-(4-piperidinyl)pentyl]-9H-purin-6-amine and 1-bromo-3-methylbutane. Conditions: time 1 hour. Procedure details: To a solution of ethyl-3-ethoxy-5-(5-methyl-2-phenyl-4-oxazolylmethoxy)benzoate (5.40 g) in tetrahydrofuran (80 ml) was gradually added aluminum lithium hydride (540 mg) at 0° C. and the mixture was stirred for 1 hr. Sodium sulfate 10 hydrate (4.60 g) was added to the reaction mixture and the mixture was further stirred for 30 min. The insoluble materials were filtered off, and the filtrate was concentrated. The obtained crystals were recrystallized from ethyl acetate-isopropyl ether to give 3-e... Reaction SMILES: C([O:3][C:4](=O)[C:5]1[CH:10]=[C:9]([O:11][CH2:12][C:13]2[N:14]=[C:15]([C:19]3[CH:24]=[CH:23][CH:22]=[CH:21][CH:20]=3)[O:16][C:17]=2[CH3:18])[CH:8]=[C:7]([O:25][CH2:26][CH3:27])[CH:6]=1)C.[H-].[Li+].[Al+3].[H-].[H-].[H-].O.O.O.O.O.O.O.O.O.O.[O-]S([O-])(=O)=O.[Na+].[Na+]>O1CCCC1>[CH2:26]([O:25][C:7]1[CH:6]=[C:5]([CH:10]=[C:9]([O:11][CH2:12][C:13]2[N:14]=[C:15]([C:19]3[CH:20]=[CH:21][CH:22]=[CH:23][CH:24]=3)[O:16][C:17]=2[CH3:18])[CH:8]=1)[CH2:4][OH:3])[CH3:27] |f:1.2.3.4.5.6,7.8.9.10.11.12.13.14.15.16.17.18.19|. Starting materials: C(C)OC(C1=CC(=CC(=C1)OCC=1N=C(OC1C)C1=CC=CC=C1)OCC)=O (ethyl-3-ethoxy-5-(5-methyl-2-phenyl-4-oxazolylmethoxy)benzoate), [H-].[Li+].[Al+3].[H-].[H-].[H-] (aluminum lithium hydride), O.O.O.O.O.O.O.O.O.O.[O-]S(=O)(=O)[O-].[Na+].[Na+] (Sodium sulfate 10 hydrate). Isolated yield 92.4%. Product: C(C)OC=1C=C(CO)C=C(C1)OCC=1N=C(OC1C)C1=CC=CC=C1 (3-ethoxy-5-(5-methyl-2-phenyl-4-oxazolylmethoxy)benzyl alcohol). The solvent is O1CCCC1 (tetrahydrofuran). Reactants: CCO, Cc1cccnc1-c1cccc([N+](=O)[O-])c1. Product: Cc1cccnc1-c1cccc(N)c1. As a reaction SMILES: [CH3:17][CH2:18][OH:19].[CH3:1][c:2]1[c:3](-[c:8]2[cH:9][c:10]([N+:14]([O-:15])=[O:16])[cH:11][cH:12][cH:13]2)[n:4][cH:5][cH:6][cH:7]1>>[CH3:1][c:2]1[c:3](-[c:8]2[cH:9][c:10]([NH2:14])[cH:11][cH:12][cH:13]2)[n:4][cH:5][cH:6][cH:7]1. Reactants: NC1=CC=C2CCN=C(C2=C1)C ((±) 7-Amino-1-methyl-3,4-dihydroisoquinoline), IC (iodomethane). Run in CC(=O)C (acetone). Yields the product [I-].NC1=CC=C2CC[N+](=C(C2=C1)C)C ((±) 7-Amino-1,2-dimethyl-3,4-dihydroisoquinolinium iodide), powder. The yield is 85.0%. RXN SMILES: [NH2:1][C:2]1[CH:11]=[C:10]2[C:5]([CH2:6][CH2:7][N:8]=[C:9]2[CH3:12])=[CH:4][CH:3]=1.[I:13][CH3:14]>CC(C)=O>[I-:13].[NH2:1][C:2]1[CH:11]=[C:10]2[C:5]([CH2:6][CH2:7][N+:8]([CH3:14])=[C:9]2[CH3:12])=[CH:4][CH:3]=1 |f:3.4|. Procedure: (±) 7-Amino-1-methyl-3,4-dihydroisoquinoline (0.90 g, 5.6 mmol) in acetone (125 ml) and iodomethane (1.0 ml, 16 mmol) was stirrd at room temperature for 18 h. The resultant precipitate was collected by filtration and dried in vacuo at ambient temperature. The title compound was isolated as an orange powder (1.44 g, 85%). m/z (API): 175 (M)+ Starting materials: CN([C@H]1CNCC1)C ((3R)—N,N-Dimethylpyrrolidin-3-amine), FC1=CC(=C(C=C1[N+](=O)[O-])NC1=NC=CC(=N1)C1=CNC2=CC=CC=C12)OC (N-(4-fluoro-2-methoxy-5-nitrophenyl)-4-(1H-indol-3-yl)pyrimidin-2-amine), FC1=CC(=C(C=C1[N+](=O)[O-])NC1=NC=CC(=N1)C1=CNC2=CC=CC=C12)OC (N-(4-fluoro-2-methoxy-5-nitrophenyl)-4-(1H-indol-3-yl)pyrimidin-2-amine), CCN(C(C)C)C(C)C (DIPEA). Run in CC(=O)N(C)C (DMA). Run at temperature 140 celsius. Product: CN([C@H]1CN(CC1)C1=CC(=C(C=C1[N+](=O)[O-])NC1=NC=CC(=N1)C1=CNC2=CC=CC=C12)OC)C (N-{4-[(3R)-3-dimethylaminopyrrolidin-1-yl]-2-methoxy-5-nitrophenyl}-4-(1H-indol-3-yl)pyrimidin-2-amine). Isolated yield 84.2%. Reaction SMILES: [CH3:1][N:2]([CH3:8])[C@@H:3]1[CH2:7][CH2:6][NH:5][CH2:4]1.F[C:10]1[C:15]([N+:16]([O-:18])=[O:17])=[CH:14][C:13]([NH:19][C:20]2[N:25]=[C:24]([C:26]3[C:34]4[C:29](=[CH:30][CH:31]=[CH:32][CH:33]=4)[NH:28][CH:27]=3)[CH:23]=[CH:22][N:21]=2)=[C:12]([O:35][CH3:36])[CH:11]=1.CCN(C(C)C)C(C)C>CC(N(C)C)=O>[CH3:1][N:2]([CH3:8])[C@@H:3]1[CH2:7][CH2:6][N:5]([C:10]2[C:15]([N+:16]([O-:18])=[O:17])=[CH:14][C:13]([NH:19][C:20]3[N:25]=[C:24]([C:26]4[C:34]5[C:29](=[CH:30][CH:31]=[CH:32][CH:33]=5)[NH:28][CH:27]=4)[CH:23]=[CH:22][N:21]=3)=[C:12]([O:35][CH3:36])[CH:11]=2)[CH2:4]1. Reported procedure: (3R)—N,N-Dimethylpyrrolidin-3-amine (92 mg, 0.81 mmol) was added to a mixture of N-(4-fluoro-2-methoxy-5-nitrophenyl)-4-(1H-indol-3-yl)pyrimidin-2-amine (Intermediate 68, 404 mg, 0.73 mmol) and DIPEA (0.256 mL, 1.46 mmol) in DMA 3 mL. The mixture was then heated in a microwave at 140° C. for 0.5 h. Part-purification was achieved by ion-exchange chromatography, using an SCX column (20 g) and eluting with 0.35M methanolic ammonia. Appropriate fractions were combined and concentrated in vacuo to pr... The reactants are ClC=1C(=CC=2C=C3N(C2C1)[C@@H](CNC3=O)C)Cl ((R)-7,8-Dichloro-4-methyl-3,4-dihydro-2H-pyrazino[1,2-a]indol-1-one). Solvent: C1(=CC=CC=C1)C (toluene). Conditions: temperature 0 celsius, time 15 minute. Yields the product Cl.ClC=1C(=CC=2C=C3N(C2C1)[C@@H](CNC3)C)Cl ((R)-7,8-Dichloro-4-methyl-1,2,3,4-tetrahydro-pyrazino[1,2-a]indole hydrochloride). Isolated yield 65.0%. As a reaction SMILES: [Cl:1][C:2]1[C:3]([Cl:17])=[CH:4][C:5]2[CH:6]=[C:7]3[C:14](=O)[NH:13][CH2:12][C@@H:11]([CH3:16])[N:8]3[C:9]=2[CH:10]=1>C1(C)C=CC=CC=1>[ClH:1].[Cl:1][C:2]1[C:3]([Cl:17])=[CH:4][C:5]2[CH:6]=[C:7]3[CH2:14][NH:13][CH2:12][C@@H:11]([CH3:16])[N:8]3[C:9]=2[CH:10]=1 |f:2.3|. Reported procedure: (R)-7,8-Dichloro-4-methyl-3,4-dihydro-2H-pyrazino[1,2-a]indol-1-one was suspended in toluene and the mixture heated to reflux to remove traces of water. The mixture was cooled to 0° C. (ice-bath) before the addition, via syringe, of borane in tetrahydrofuran. The mixture was stirred 15 min at 0° C., and heated to reflux. After 4 h, the mixture was cooled and excess borane destroyed by the slow addition of a 10% sodium carbonate solution (10 ml). The phases were separated, the aqueous phase extra... Starting materials: C(C)C1=CC=C(C=C1)C=1C=CC(=NC1C1=CC=CC=C1)C=O (5-(4-ethylphenyl)-6-phenylpyridine-2-carbaldehyde), [BH3-]C#N.[Na+] (NaCNBH3), C(C)C1=CC=C(C=C1)C=1C=CC(=NC1C1=CC=CC=C1)C=O (5-(4-ethylphenyl)-6-phenylpyridine-2-carbaldehyde), NCCCCP(O)(O)=O (4-aminobutylphosphonic acid). Run in CO (MeOH), CO (MeOH). Product: C(C)C1=CC=C(C=C1)C=1C=CC(=NC1C1=CC=CC=C1)CNCCCCP(O)(O)=O (4-((5-(4-Ethylphenyl)-6-phenylpyridin-2-yl)methylamino)butylphosphonic Acid). RXN SMILES: [CH2:1]([C:3]1[CH:8]=[CH:7][C:6]([C:9]2[CH:10]=[CH:11][C:12]([CH:21]=O)=[N:13][C:14]=2[C:15]2[CH:20]=[CH:19][CH:18]=[CH:17][CH:16]=2)=[CH:5][CH:4]=1)[CH3:2].[NH2:23][CH2:24][CH2:25][CH2:26][CH2:27][P:28](=[O:31])([OH:30])[OH:29].[BH3-]C#N.[Na+]>CO>[CH2:1]([C:3]1[CH:8]=[CH:7][C:6]([C:9]2[CH:10]=[CH:11][C:12]([CH2:21][NH:23][CH2:24][CH2:25][CH2:26][CH2:27][P:28](=[O:29])([OH:31])[OH:30])=[N:13][C:14]=2[C:15]2[CH:20]=[CH:19][CH:18]=[CH:17][CH:16]=2)=[CH:5][CH:4]=1)[CH3:2] |f:2.3|. Procedure: Following General Procedure M, 5-(4-ethyl-phenyl)-6-phenyl-pyridine-2-carbaldehyde (Compound 56, 58 mg, 0.18 mmol), 4-aminobutylphosphonic acid (21 mg, 0.18 mmol), Bu4NOH (0.18 ml, 0.18 mmol, 1 M in MeOH) and NaCNBH3 (9 mg, 0.18 mmol) in MeOH (2 ml) were reacted to produce the title compound as a white solid. Reactants: BrCCBr, O=Cc1cc(Br)ccc1O, [Cl-], [K+], [K+], [NH4+], O=C([O-])[O-], CN(C)C=O. Yields the product O=Cc1cc(Br)ccc1OCCBr. As a reaction SMILES: [Br:17][CH2:18][CH2:19][Br:20].[Br:1][c:2]1[cH:3][cH:4][c:5]([OH:10])[c:6]([CH:7]=[O:8])[cH:9]1.[Cl-:21].[K+:11].[K+:12].[NH4+:22].[O-:13][C:14]([O-:15])=[O:16].[O:23]=[CH:24][N:25]([CH3:26])[CH3:27]>>[Br:1][c:2]1[cH:3][cH:4][c:5]([O:10][CH2:19][CH2:18][Br:17])[c:6]([CH:7]=[O:8])[cH:9]1. Starting materials: C1(CCCC2=CC=CC=C12)=O (tetralone), C(C1=CC=CC=C1)=O (benzaldehyde), [OH-].[K+] (KOH). Run in O1CCCC1 (tetrahydrofuran), CO (methanol). Conditions: time 4 day. Product: C(C1=CC=CC=C1)=C1C(C2=CC=CC=C2CC1)=O (2-benzylidene-3,4-dihydronaphthalen-1(2H)-one). RXN SMILES: [C:1]1(=[O:11])[C:10]2[C:5](=[CH:6][CH:7]=[CH:8][CH:9]=2)[CH2:4][CH2:3][CH2:2]1.[CH:12](=O)[C:13]1[CH:18]=[CH:17][CH:16]=[CH:15][CH:14]=1.[OH-].[K+]>O1CCCC1.CO>[CH:12](=[C:2]1[CH2:3][CH2:4][C:5]2[C:10](=[CH:9][CH:8]=[CH:7][CH:6]=2)[C:1]1=[O:11])[C:13]1[CH:18]=[CH:17][CH:16]=[CH:15][CH:14]=1 |f:2.3|. Reported procedure: A 250 mL flask was charged with tetralone (4 g, 27.4 mmol) and benzaldehyde (3.88 g, 36.6 mmol). This was dissolved in warm tetrahydrofuran (15 mL), and to this yellow solution was slowly added a 4 wt % solution of KOH in methanol (125 mL). The reaction was stirred for 4 days at room temperature. The solvent was then removed under reduced pressure, and it was poured into 150 mL of water and extracted with methylene chloride. The organic extract was dried over magnesium sulfate and filtered, and ...